Dataset: the Open Reaction Database (ORD), a public repository of structured organic reaction records. Task: describe an organic reaction: reactants, conditions, products, and yield Starting materials: CC1(C=2C=CC(=CC2C(CC1)(C)C)CC(=O)OC1=CC=C(C(=O)OCC2=CC=CC=C2)C=C1)C (benzyl 4-(5,6,7,8-tetrahydro-5,5,8,8-tetramethyl-2-naphthylacetoxy)benzoate), O1CCOCC1 (dioxane). Reagents/catalysts: [Pd] (palladium on charcoal). Solvent: C(C)OCC (ethyl ether). Conditions: time 3 hour. Yields the product CC1(C=2C=CC(=CC2C(CC1)(C)C)CC(=O)OC1=CC=C(C(=O)O)C=C1)C (4-(5,6,7,8-tetrahydro-5,5,8,8-tetramethyl-2-naphthylacetoxy)benzoic acid). The yield is 70.8%. As a reaction SMILES: [CH3:1][C:2]1([CH3:34])[CH2:11][CH2:10][C:9]([CH3:13])([CH3:12])[C:8]2[CH:7]=[C:6]([CH2:14][C:15]([O:17][C:18]3[CH:33]=[CH:32][C:21]([C:22]([O:24]CC4C=CC=CC=4)=[O:23])=[CH:20][CH:19]=3)=[O:16])[CH:5]=[CH:4][C:3]1=2.O1CCOCC1>[Pd].C(OCC)C>[CH3:1][C:2]1([CH3:34])[CH2:11][CH2:10][C:9]([CH3:12])([CH3:13])[C:8]2[CH:7]=[C:6]([CH2:14][C:15]([O:17][C:18]3[CH:19]=[CH:20][C:21]([C:22]([OH:24])=[O:23])=[CH:32][CH:33]=3)=[O:16])[CH:5]=[CH:4][C:3]1=2. Reported procedure: 2.4 g (5.2 mmol) of benzyl 4-(5,6,7,8-tetrahydro-5,5,8,8-tetramethyl-2-naphthylacetoxy)benzoate, 1 g of palladium on charcoal (5%) and 100 ml of dioxane are introduced into a reactor. The mixture is hydrogenated at room temperature and under a pressure of 7 bars for three hours, the catalyst is filtered off and washed with twice 50 ml of THF and the filtrates are evaporated. The residue obtained is ground in the minimum amount of ethyl ether, filtered off and dried. 1.35 g (70%) of 4-(5,6,7,8-te... Reactants: ClC(Cl)Cl, CCc1cc2c(s1)-n1c(nnc1C(F)(F)F)CN=C2c1ccccc1Cl, O=C(Cl)c1ccc(Cl)c(Cl)c1, Cl, [Na+], O=C([O-])O. Yields the product CCc1cc(C(=O)c2ccccc2Cl)c(-n2c(CNC(=O)c3ccc(Cl)c(Cl)c3)nnc2C(F)(F)F)s1. Reaction SMILES: [CH:44]([Cl:45])([Cl:46])[Cl:47].[Cl:1][c:2]1[c:3]([C:8]2=[N:9][CH2:10][c:11]3[n:12]([c:20]([C:23]([F:24])([F:25])[F:26])[n:21][n:22]3)-[c:13]3[c:14]2[cH:15][c:16]([CH2:18][CH3:19])[s:17]3)[cH:4][cH:5][cH:6][cH:7]1.[Cl:33][c:34]1[cH:35][c:36]([C:37](=[O:38])[Cl:39])[cH:40][cH:41][c:42]1[Cl:43].[ClH:27].[Na+:28].[OH:29][C:30](=[O:31])[O-:32]>>[Cl:1][c:2]1[c:3]([C:8]([c:14]2[c:13](-[n:12]3[c:11]([CH2:10][NH:9][C:37]([c:36]4[cH:35][c:34]([Cl:33])[c:42]([Cl:43])[cH:41][cH:40]4)=[O:38])[n:22][n:21][c:20]3[C:23]([F:24])([F:25])[F:26])[s:17][c:16]([CH2:18][CH3:19])[cH:15]2)=[O:29])[cH:4][cH:5][cH:6][cH:7]1. Reactants: C(C(C)C)C1=CC=C(C=C1)C(CC)C=1SC(=C(N1)O)CCCC(=O)OCC (2-[1-(4-isobutylphenyl)propyl]-5-[3-(ethoxycarbonyl)propyl]-4-hydroxythiazole), [Li+].[BH4-] (LiBH4). Yields the product C(C(C)C)C1=CC=C(C=C1)C(CC)C=1SC(=C(N1)O)CCCCO (2-[1-(4-isobutylphenyl)propyl]-5-(4-hydroxybutyl)-4-hydroxythiazole). RXN SMILES: [CH2:1]([C:5]1[CH:10]=[CH:9][C:8]([CH:11]([C:14]2[S:15][C:16]([CH2:20][CH2:21][CH2:22][C:23](OCC)=[O:24])=[C:17]([OH:19])[N:18]=2)[CH2:12][CH3:13])=[CH:7][CH:6]=1)[CH:2]([CH3:4])[CH3:3].[Li+].[BH4-]>>[CH2:1]([C:5]1[CH:10]=[CH:9][C:8]([CH:11]([C:14]2[S:15][C:16]([CH2:20][CH2:21][CH2:22][CH2:23][OH:24])=[C:17]([OH:19])[N:18]=2)[CH2:12][CH3:13])=[CH:7][CH:6]=1)[CH:2]([CH3:3])[CH3:4] |f:1.2|. Procedure: The desired compound is prepared from the product of Example 19 by reduction with LiBH4. Reaction SMILES: [CH3:1][O:2][C:3]([CH:4]([CH2:5][O:6][Si:7]([CH3:8])([CH3:9])[C:10]([CH3:11])([CH3:12])[CH3:13])[O:14][c:15]1[cH:16][c:17]2[c:18]([cH:37][cH:38]1)-[c:19]1[n:20][c:21](-[c:27]3[n:28]([CH2:32][C:33]([F:34])([F:35])[F:36])[n:29][cH:30][n:31]3)[cH:22][n:23]1[CH2:24][CH2:25][O:26]2)=[O:39].[CH3:41][OH:42].[NH3:40]>>[O:2]=[C:3]([CH:4]([CH2:5][O:6][Si:7]([CH3:8])([CH3:9])[C:10]([CH3:11])([CH3:12])[CH3:13])[O:14][c:15]1[cH:16][c:17]2[c:18]([cH:37][cH:38]1)-[c:19]1[n:20][c:21](-[c:27]3[n:28]([CH2:32][C:33]([F:34])([F:35])[F:36])[n:29][cH:30][n:31]3)[cH:22][n:23]1[CH2:24][CH2:25][O:26]2)[NH2:40]. Product: CC(C)(C)[Si](C)(C)OCC(Oc1ccc2c(c1)OCCn1cc(-c3ncnn3CC(F)(F)F)nc1-2)C(N)=O. Reactants: COC(=O)C(CO[Si](C)(C)C(C)(C)C)Oc1ccc2c(c1)OCCn1cc(-c3ncnn3CC(F)(F)F)nc1-2, CO, N. Reactants: CCOC(=O)c1ccc(NCCO[Si](C)(C)C(C)(C)C)cc1, CC(=O)O[BH-](OC(C)=O)OC(C)=O, O=C([O-])O, C=O, ClCCl, [Na+], [Na+]. The product is CCOC(=O)c1ccc(N(C)CCO[Si](C)(C)C(C)(C)C)cc1. As a reaction SMILES: [C:1]([CH3:2])([CH3:3])([CH3:4])[Si:5]([O:6][CH2:7][CH2:8][NH:9][c:10]1[cH:11][cH:12][c:13]([C:14](=[O:15])[O:16][CH2:17][CH3:18])[cH:19][cH:20]1)([CH3:21])[CH3:22].[C:25]([O:26][BH-:27]([O:28][C:29](=[O:30])[CH3:31])[O:32][C:33](=[O:34])[CH3:35])(=[O:36])[CH3:37].[C:39](=[O:40])([O-:41])[OH:42].[CH2:23]=[O:24].[Cl:44][CH2:45][Cl:46].[Na+:38].[Na+:43]>>[C:1]([CH3:2])([CH3:3])([CH3:4])[Si:5]([O:6][CH2:7][CH2:8][N:9]([c:10]1[cH:11][cH:12][c:13]([C:14](=[O:15])[O:16][CH2:17][CH3:18])[cH:19][cH:20]1)[CH3:25])([CH3:21])[CH3:22]. Reactants: solution, C(C)[Li] (ethyl lithium), COC1=C(C(=CC=C1)OC)\C=N\C(C(C)C)C(C)C ([1-(2,6-dimethoxy-phenyl)-meth-(E)-ylidene]-(1-isopropyl-2-methyl-propyl)-amine), C1CCOC1 (THF). Solvent: C1CCCCC1.C1=CC=CC=C1 (cyclohexane benzene). Conditions: temperature -20 celsius, time 30 minute. Product: C(C)C1=C(C(=CC=C1)CC)\C=N\C(C(C)C)C(C)C ((E)-[1-(2,6-Diethyl-phenyl)-methylidene]-(1-isopropyl-2-methyl-propyl)-amine). As a reaction SMILES: CO[C:3]1[CH:8]=[CH:7][CH:6]=[C:5](OC)[C:4]=1/[CH:11]=[N:12]/[CH:13]([CH:17]([CH3:19])[CH3:18])[CH:14]([CH3:16])[CH3:15].[CH2:20]([Li])[CH3:21].[CH2:23]1COC[CH2:24]1>C1CCCCC1.C1C=CC=CC=1>[CH2:23]([C:3]1[CH:8]=[CH:7][CH:6]=[C:5]([CH2:20][CH3:21])[C:4]=1/[CH:11]=[N:12]/[CH:13]([CH:17]([CH3:19])[CH3:18])[CH:14]([CH3:16])[CH3:15])[CH3:24] |f:3.4|. Procedure: To a solution of 16.0 g (61 mmol) [1-(2,6-dimethoxy-phenyl)-meth-(E)-ylidene]-(1-isopropyl-2-methyl-propyl)-amine in 80 ml dry THF cooled to −40° C. were added 364 ml of a 0.5M solution of ethyl lithium in cyclohexane/benzene drop-wise to keep temperature below −20° C. Then the mixture was stirred at −20° C. for further 30 min and the reaction quenched by addition of water. The aqueous phase was extracted with ethyl acetate, the combined extracts washed with brine, dried over Na2SO4, filtered an... As a reaction SMILES: [CH2:1]([CH3:2])[O:3][C:4]([C:5]([CH3:6])([CH3:7])[O:8][c:9]1[cH:10][cH:11][c:12]([CH2:15][CH2:16][CH2:17][c:18]2[n:19][n:20]([CH2:24][c:25]3[cH:26][c:27]([CH3:32])[c:28]([CH3:31])[cH:29][cH:30]3)[c:21](=[O:23])[nH:22]2)[cH:13][cH:14]1)=[O:33].[CH3:36][CH2:37][OH:38].[Na+:35].[OH-:34]>>[O:3]=[C:4]([C:5]([CH3:6])([CH3:7])[O:8][c:9]1[cH:10][cH:11][c:12]([CH2:15][CH2:16][CH2:17][c:18]2[n:19][n:20]([CH2:24][c:25]3[cH:26][c:27]([CH3:32])[c:28]([CH3:31])[cH:29][cH:30]3)[c:21](=[O:23])[nH:22]2)[cH:13][cH:14]1)[OH:33]. Yields the product Cc1ccc(Cn2nc(CCCc3ccc(OC(C)(C)C(=O)O)cc3)[nH]c2=O)cc1C. The reactants are CCOC(=O)C(C)(C)Oc1ccc(CCCc2nn(Cc3ccc(C)c(C)c3)c(=O)[nH]2)cc1, CCO, [Na+], [OH-].